This data is from the Open Reaction Database (ORD), a public repository of structured organic reaction records. The task is: describe an organic reaction: reactants, conditions, products, and yield Starting materials: O=C1CCCc2cc(OCc3ccccc3)ccc21, Cc1ccc(CC2(O)CCNCC2)cc1, Cl, CN(C)C=O. Yields the product Cc1ccc(CC2(O)CCN(CC3CCc4cc(OCc5ccccc5)ccc4C3=O)CC2)cc1. As a reaction SMILES: [CH2:1]([c:2]1[cH:3][cH:4][cH:5][cH:6][cH:7]1)[O:8][c:9]1[cH:10][c:11]2[c:16]([cH:17][cH:18]1)[C:15](=[O:19])[CH2:14][CH2:13][CH2:12]2.[CH3:21][c:22]1[cH:23][cH:24][c:25]([CH2:26][C:27]2([OH:33])[CH2:28][CH2:29][NH:30][CH2:31][CH2:32]2)[cH:34][cH:35]1.[ClH:20].[O:36]=[CH:37][N:38]([CH3:39])[CH3:40]>>[CH2:1]([c:2]1[cH:3][cH:4][cH:5][cH:6][cH:7]1)[O:8][c:9]1[cH:10][c:11]2[c:16]([cH:17][cH:18]1)[C:15](=[O:19])[CH:14]([CH2:37][N:30]1[CH2:29][CH2:28][C:27]([CH2:26][c:25]3[cH:24][cH:23][c:22]([CH3:21])[cH:35][cH:34]3)([OH:33])[CH2:32][CH2:31]1)[CH2:13][CH2:12]2. Starting materials: C(=O)([O-])[O-].[K+].[K+] (K2CO3), FC=1C=C2C(C(NC2=CC1)=O)=O (5-Fluoroisatin), C(C)(=O)OCC (ethyl acetate). The solvent is CC(=O)C (acetone), CC(=O)C (acetone). Run at time 5 hour. Product: FC=1C=C2C(C(NC2=CC1)=O)(CC(C)=O)O (5-Fluoro-3-hydroxy-3-(2-oxo-propyl)-1,3-dihydroindol-2-one). As a reaction SMILES: [F:1][C:2]1[CH:3]=[C:4]2[C:8](=[CH:9][CH:10]=1)[NH:7][C:6](=[O:11])[C:5]2=[O:12].[C:13]([O-])([O-])=O.[K+].[K+].C([O:22][CH2:23][CH3:24])(=O)C>CC(C)=O>[F:1][C:2]1[CH:3]=[C:4]2[C:8](=[CH:9][CH:10]=1)[NH:7][C:6](=[O:11])[C:5]2([OH:12])[CH2:13][C:23](=[O:22])[CH3:24] |f:1.2.3|. Procedure: 5-Fluoroisatin 32 (10 mmol, Lancaster, order no. 14553) was dissolved in acetone 46 (50 ml), K2CO3 (138 mg, 1 mmol) was added, and the mixture was stirred at room temperature for 5 hours. The course of the reaction was monitored by TLC (eluent: ethyl acetate). To work up the product the acetone was completely distilled off in vacuo. The residue was dissolved in ethyl acetate, and the solution was filtered over silica gel with ethyl acetate. The filtrate was concentrated to 20 ml, and hexane was ... Reactants: BrC=1C=CC(=C(C1)CCO)OCC1=C(C=CC=C1F)F (2-[5-bromo-2-[2,6-difluorobenzyloxy)phenyl]-1-ethanol), C(C)N(C(\C=C\C)=O)CC (N,N-diethylcrotonamide), C1(=C(C=CC=C1)P(C1=C(C=CC=C1)C)C1=C(C=CC=C1)C)C (tri-o-tolylphosphine). Reagents/catalysts: CC(=O)[O-].CC(=O)[O-].[Pd+2] (Pd(OAc)2). Solvent: CCOC(=O)C (EtOAc), C(C)N(CC)CC (triethylamine). Product: C(C)N(C(\C=C(/C)\C1=CC(=C(C=C1)OCC1=C(C=CC=C1F)F)CCO)=O)CC ((E)-3-[4-(2,6-difluorobenzyloxy)-3-(2-hydroxyethyl)-phenyl]-2-butenoic acid diethy amide). As a reaction SMILES: Br[C:2]1[CH:3]=[CH:4][C:5]([O:11][CH2:12][C:13]2[C:18]([F:19])=[CH:17][CH:16]=[CH:15][C:14]=2[F:20])=[C:6]([CH2:8][CH2:9][OH:10])[CH:7]=1.[CH2:21]([N:23]([CH2:29][CH3:30])[C:24](=[O:28])/[CH:25]=[CH:26]/[CH3:27])[CH3:22].C1(C)C=CC=CC=1P(C1C=CC=CC=1C)C1C=CC=CC=1C>C(N(CC)CC)C.CCOC(C)=O.CC([O-])=O.CC([O-])=O.[Pd+2]>[CH2:21]([N:23]([CH2:29][CH3:30])[C:24](=[O:28])/[CH:25]=[C:26](/[C:2]1[CH:3]=[CH:4][C:5]([O:11][CH2:12][C:13]2[C:18]([F:19])=[CH:17][CH:16]=[CH:15][C:14]=2[F:20])=[C:6]([CH2:8][CH2:9][OH:10])[CH:7]=1)\[CH3:27])[CH3:22] |f:5.6.7|. Procedure details: A solution of 2-[5-bromo-2-[2,6-difluorobenzyloxy)phenyl]-1-ethanol (14.07 g, 41.02 mmol) and N,N-diethylcrotonamide (8.68 g, 61.53 mmol) in 60 mL triethylamine in a thick-walled pyrex tube is degassed wish nitrogen for 15 minutes. Pd(OAc)2 (0.46 g, 2.05 mmol) and tri-o-tolylphosphine (1.25 g, 4.10 mmol) are placed into the tube, which is then sealed, and the mixture is heated to 100° for 5 hours. The mixture is diluted with EtOAc (400 mL), and white precipitate is filtered out. The filtrate is ...